From a dataset of the Open Reaction Database (ORD), a public repository of structured organic reaction records. describe an organic reaction: reactants, conditions, products, and yield Reactants: C(C)(C)(C(C)C)B (thexylborane), C1CCOC1 (THF), 5-carbon, C1CCOC1 (THF). The product is B.C1CCOC1 (BH3THF), CC(C)=C(C)C (2,3-dimethyl-2-butene). Reaction SMILES: [C:1]([BH2:7])([CH:4]([CH3:6])[CH3:5])([CH3:3])[CH3:2].[CH2:8]1[CH2:12][O:11][CH2:10][CH2:9]1>>[BH3:7].[CH2:8]1[CH2:12][O:11][CH2:10][CH2:9]1.[CH3:2][C:1](=[C:4]([CH3:6])[CH3:5])[CH3:3] |f:2.3|. Procedure: A 10 mL round-bottomed flask was charged with 5-carbon linked dimer alcohol (57 mg, 0.0885 mmol) in 1 mL of THF. To the reaction mixture was added thexylborane (0.8 mL, 3 eq.) 0.33M in THF solution obtained from BH3THF (1 eq) and 2,3-dimethyl-2-butene (2 eq) at 0° C. for 1 hr. The reaction mixture was stirred for 2 hr and then added 3 N NaOH (0.15 mL, 5 eq) and 30% H2O2 (0.15 mL, 5 eq). The reaction mixture was warmed to room temperature and then stirred for 12 hr. The reaction mixture was quenc... Starting materials: CC(C)(C)OC(=O)CCC(N)C1CCCCC1, ClCCl, CCOC(C)=O, O=Cc1cc(Oc2ccccc2)ncc1[N+](=O)[O-]. The product is CC(C)(C)OC(=O)CCC(NCc1cc(Oc2ccccc2)ncc1[N+](=O)[O-])C1CCCCC1. As a reaction SMILES: [C:1]([CH3:2])([CH3:3])([CH3:4])[O:5][C:6]([CH2:7][CH2:8][CH:9]([CH:10]1[CH2:11][CH2:12][CH2:13][CH2:14][CH2:15]1)[NH2:16])=[O:17].[CH2:42]([Cl:43])[Cl:44].[CH3:36][CH2:37][O:38][C:39]([CH3:40])=[O:41].[CH:18](=[O:19])[c:20]1[cH:21][c:22]([O:29][c:30]2[cH:31][cH:32][cH:33][cH:34][cH:35]2)[n:23][cH:24][c:25]1[N+:26](=[O:27])[O-:28]>>[C:1]([CH3:2])([CH3:3])([CH3:4])[O:5][C:6]([CH2:7][CH2:8][CH:9]([CH:10]1[CH2:11][CH2:12][CH2:13][CH2:14][CH2:15]1)[NH:16][CH2:18][c:20]1[cH:21][c:22]([O:29][c:30]2[cH:31][cH:32][cH:33][cH:34][cH:35]2)[n:23][cH:24][c:25]1[N+:26](=[O:27])[O-:28])=[O:17]. Starting materials: CC(=O)O[BH-](OC(C)=O)OC(C)=O, O=C([O-])O, CC(=O)O, ClC(Cl)Cl, ClCCl, COc1ccc2ncc(=O)n(CCN3CCC(=O)C(F)C3)c2c1, [Na+], [Na+], NCc1cc2c(cn1)OCCO2. Yields the product COc1ccc2ncc(=O)n(CCN3CCC(NCc4cc5c(cn4)OCCO5)C(F)C3)c2c1. RXN SMILES: [C:36]([O:37][BH-:38]([O:39][C:40](=[O:41])[CH3:42])[O:43][C:44](=[O:45])[CH3:46])(=[O:47])[CH3:48].[C:50](=[O:51])([O-:52])[OH:53].[CH3:59][C:60](=[O:61])[OH:62].[CH:55]([Cl:56])([Cl:57])[Cl:58].[Cl:63][CH2:64][Cl:65].[F:1][CH:2]1[CH2:3][N:4]([CH2:9][CH2:10][n:11]2[c:12](=[O:23])[cH:13][n:14][c:15]3[cH:16][cH:17][c:18]([O:21][CH3:22])[cH:19][c:20]23)[CH2:5][CH2:6][C:7]1=[O:8].[Na+:49].[Na+:54].[O:24]1[CH2:25][CH2:26][O:27][c:28]2[cH:29][n:30][c:31]([CH2:34][NH2:35])[cH:32][c:33]21>>[F:1][CH:2]1[CH2:3][N:4]([CH2:9][CH2:10][n:11]2[c:12](=[O:23])[cH:13][n:14][c:15]3[cH:16][cH:17][c:18]([O:21][CH3:22])[cH:19][c:20]23)[CH2:5][CH2:6][CH:7]1[NH:35][CH2:34][c:31]1[n:30][cH:29][c:28]2[c:33]([cH:32]1)[O:24][CH2:25][CH2:26][O:27]2. Starting materials: ClC1=CC=C(C=C1)CCCN1CCN(CC1)C(=O)C1=CC2=C(N=C(N=C2NCCNC(C)=O)C2=CC=CC=C2)N1 (N-[2-(6-{4-[3-(4-Chlorophenyl)-propyl]-piperazine-1-carbonyl}-2-phenyl-7H-pyrrolo[2,3-d]pyrimidin-4-ylamino)-ethyl]-acetamide), CS(=O)(=O)O (methanesulfonic acid). Run in CO (methanol), C1CCOC1 (THF). Run at time 15 minute. Product: CS(=O)(=O)O.ClC1=CC=C(C=C1)CCCN1CCN(CC1)C(=O)C1=CC2=C(N=C(N=C2NCCNC(C)=O)C2=CC=CC=C2)N1 (N-[2-(6-{4-[3-(4-Chlorophenyl)-propyl]-piperazine-1-carbonyl}-2-phenyl-7H-pyrrolo[2,3-d]pyrimidin-4-ylamino)-ethyl]-acetamide methanesulfonate salt). The yield is 100.1%. Reaction SMILES: [Cl:1][C:2]1[CH:7]=[CH:6][C:5]([CH2:8][CH2:9][CH2:10][N:11]2[CH2:16][CH2:15][N:14]([C:17]([C:19]3[NH:40][C:22]4[N:23]=[C:24]([C:34]5[CH:39]=[CH:38][CH:37]=[CH:36][CH:35]=5)[N:25]=[C:26]([NH:27][CH2:28][CH2:29][NH:30][C:31](=[O:33])[CH3:32])[C:21]=4[CH:20]=3)=[O:18])[CH2:13][CH2:12]2)=[CH:4][CH:3]=1.[CH3:41][S:42]([OH:45])(=[O:44])=[O:43]>CO.C1COCC1>[CH3:41][S:42]([OH:45])(=[O:44])=[O:43].[Cl:1][C:2]1[CH:3]=[CH:4][C:5]([CH2:8][CH2:9][CH2:10][N:11]2[CH2:12][CH2:13][N:14]([C:17]([C:19]3[NH:40][C:22]4[N:23]=[C:24]([C:34]5[CH:35]=[CH:36][CH:37]=[CH:38][CH:39]=5)[N:25]=[C:26]([NH:27][CH2:28][CH2:29][NH:30][C:31](=[O:33])[CH3:32])[C:21]=4[CH:20]=3)=[O:18])[CH2:15][CH2:16]2)=[CH:6][CH:7]=1 |f:4.5|. Reported procedure: Compound 26.135 (5.37 g, 9.59 mmol) is dissolved in a mixture of methanol (50 mL) and THF (100 mL), and methanesulfonic acid (921 mg, 9.59 mmol) is added dropwise. The solution is allowed to stand for 15 minutes and then concentrated in vacuo. The pale yellow foam is dissolved in ethanol and concentrated to give 6.3 g (100%) of a pale yellow amorphous solid, mp. 150-156° C. 1H NMR (400 MHz, DMSO-D6): δ=1.79 (s, 3H), 1.96 (m, 2H), 2.30 (s, 3H), 2.64 (t, 2H, J=7.2 Hz), 3.12 (m, 4H), 3.35 (m, 6H), ... Reactants: CC(=O)O, O=C([O-])[O-], Cc1noc(C)c1CCl, ClCCl, [Cs+], [Cs+], CCCc1nc2c(N)nc3cc(O)ccc3c2s1, CN(C)C=O. The product is CCCc1nc2c(N)nc3cc(OCc4c(C)noc4C)ccc3c2s1. Reaction SMILES: [C:1]([OH:2])(=[O:3])[CH3:4].[C:23](=[O:24])([O-:25])[O-:26].[Cl:34][CH2:35][c:36]1[c:37]([CH3:42])[n:38][o:39][c:40]1[CH3:41].[Cl:43][CH2:44][Cl:45].[Cs+:27].[Cs+:28].[NH2:5][c:6]1[n:7][c:8]2[cH:9][c:10]([OH:22])[cH:11][cH:12][c:13]2[c:14]2[c:15]1[n:16][c:17]([CH2:19][CH2:20][CH3:21])[s:18]2.[O:29]=[CH:30][N:31]([CH3:32])[CH3:33]>>[NH2:5][c:6]1[n:7][c:8]2[cH:9][c:10]([O:22][CH2:35][c:36]3[c:37]([CH3:42])[n:38][o:39][c:40]3[CH3:41])[cH:11][cH:12][c:13]2[c:14]2[c:15]1[n:16][c:17]([CH2:19][CH2:20][CH3:21])[s:18]2. The reactants are S1C(=CC2=C1C=CC=C2)C(=O)O (benzothiophene-2-carboxylic acid), C(C(=O)Cl)(=O)Cl (oxalyl chloride), CN(C1CN(CC1)C=1SC2=C(N1)C=CC(=C2)N)C (2-(3-dimethylamino-pyrrolidin-1-yl)-benzothiazol-6-ylamine). Product: CN(C1CN(CC1)C=1SC2=C(N1)C=CC(=C2)NC(=O)C2=CC1=C(S2)C=CC=C1)C (Benzo[b]thiophene-2-carboxylic acid [2-(3-dimethylamino-pyrrolidin-1-yl)-benzothiazol-6-yl]-amide). The yield is 31.1%. Reaction SMILES: [S:1]1[C:5]2[CH:6]=[CH:7][CH:8]=[CH:9][C:4]=2[CH:3]=[C:2]1[C:10]([OH:12])=O.C(Cl)(=O)C(Cl)=O.[CH3:19][N:20]([CH3:36])[CH:21]1[CH2:25][CH2:24][N:23]([C:26]2[S:27][C:28]3[CH:34]=[C:33]([NH2:35])[CH:32]=[CH:31][C:29]=3[N:30]=2)[CH2:22]1>>[CH3:19][N:20]([CH3:36])[CH:21]1[CH2:25][CH2:24][N:23]([C:26]2[S:27][C:28]3[CH:34]=[C:33]([NH:35][C:10]([C:2]4[S:1][C:5]5[CH:6]=[CH:7][CH:8]=[CH:9][C:4]=5[CH:3]=4)=[O:12])[CH:32]=[CH:31][C:29]=3[N:30]=2)[CH2:22]1. Procedure details: Prepare according to Method C (Example 9), using benzothiophene-2-carboxylic acid (123 mg, 0.685 mmol), oxalyl chloride (300 μL, 3.44 mmol), and 2-(3-dimethylamino-pyrrolidin-1-yl)-benzothiazol-6-ylamine (100 mg, 0.381 mmol) to afford the title compound (50 mg, 31%). mass spectrum (m/e): 423.0 [M+H]. 1H NMR (400 MHz, DMSO-d6) δ 10.53 (s, 1H), 8.35 (s, 1H), 8.25 (d, 1H, J=2.2 Hz), 8.06 (dd, 1H, J=6.5, 1.9 Hz), 8.01 (dd, 1H, J=6.2, 2.7 Hz), 7.55 (dd, 1H, J=8.8, 2.2 Hz), 7.50-7.43 (m, 3H), 3.72 (m,... As a reaction SMILES: [CH2:1]([CH3:2])[O:3][C:4](=[O:5])[c:6]1[cH:7][c:8]2[c:13]([cH:14][cH:15]1)[NH:12][CH:11]([c:16]1[cH:17][c:18]([Br:22])[cH:19][cH:20][cH:21]1)[C:10]([CH3:23])([CH3:24])[CH2:9]2.[CH3:44][CH2:45][O:46][C:47](=[O:48])[CH3:49].[CH:25]([CH3:26])([CH3:27])[O:28][c:29]1[cH:30][cH:31][c:32]([B:35]([OH:36])[OH:37])[cH:33][cH:34]1.[Na+:38].[Na+:39].[O-:40][C:41](=[O:42])[O-:43].[O:50]1[CH2:51][CH2:52][O:53][CH2:54][CH2:55]1>>[CH2:1]([CH3:2])[O:3][C:4](=[O:5])[c:6]1[cH:7][c:8]2[c:13]([cH:14][cH:15]1)[NH:12][CH:11]([c:16]1[cH:17][c:18](-[c:32]3[cH:31][cH:30][c:29]([O:28][CH:25]([CH3:26])[CH3:27])[cH:34][cH:33]3)[cH:19][cH:20][cH:21]1)[C:10]([CH3:23])([CH3:24])[CH2:9]2. The reactants are CCOC(=O)c1ccc2c(c1)CC(C)(C)C(c1cccc(Br)c1)N2, CCOC(C)=O, CC(C)Oc1ccc(B(O)O)cc1, [Na+], [Na+], O=C([O-])[O-], C1COCCO1. Yields the product CCOC(=O)c1ccc2c(c1)CC(C)(C)C(c1cccc(-c3ccc(OC(C)C)cc3)c1)N2. Reactants: C(C)(=O)O (acetic acid), NC1=CC(NC=C1)=O (4-aminopyridin-2(1H)-one), N1N=C(C=C1)C=O (pyrazole-3-carbaldehyde), C(#N)CC(N)=S (2-cyanoethanethioamide). Solvent: CC(C)O (2-propanol). Product: O=C1C=2C(=C(C(=NC2C=CN1)S)C#N)C1=NNC=C1 (5-Oxo-4-(1H-pyrazol-3-yl)-2-sulfanyl-5,6-dihydro-1,6-naphthyridine-3-carbonitrile). Reaction SMILES: [NH2:1][C:2]1[CH:7]=[CH:6][NH:5][C:4](=[O:8])[CH:3]=1.[NH:9]1[CH:13]=[CH:12][C:11]([CH:14]=O)=[N:10]1.[C:16]([CH2:18][C:19](=[S:21])N)#[N:17].C(O)(=O)C>CC(O)C>[O:8]=[C:4]1[NH:5][CH:6]=[CH:7][C:2]2[N:1]=[C:19]([SH:21])[C:18]([C:16]#[N:17])=[C:14]([C:11]3[CH:12]=[CH:13][NH:9][N:10]=3)[C:3]1=2. Procedure: 573 mg (5.20 mmol) of 4-aminopyridin-2(1H)-one, 500 mg (5.02 mmol) of pyrazole-3-carbaldehyde and 521 mg (5.20 mmol) of 2-cyanoethanethioamide were initially charged in 25 ml of 2-propanol, 0.45 ml (7.81 mmol) of acetic acid was added and the mixture was stirred at reflux for 48 h. The precipitate was removed by filtration, and the filtrate was evaporated and reacted further without further purification. Starting materials: ClC=1C(=C(C2=C(C(CC3(CCCCC3)O2)=O)C1OC)Cl)OCC(=O)OCC (ethyl 2-{(6,8-dichloro-5-methoxy-3,4-dihydro-4-oxospiro[2H-1-benzopyran-2,1'-cyclohexan]-7-yl)oxy}acetate), B(Cl)(Cl)Cl (boron trichloride), ClCCl (dichloromethane), C(C)OCC (diethyl ether). The solvent is CCCCCC (hexane). Product: solid, ClC=1C(=C(C2=C(C(CC3(CCCCC3)O2)=O)C1O)Cl)OCC(=O)OCC (Ethyl 2-{(6,8-dichloro-5-hydroxy-3,4-dihydro-4- oxospiro[2H-1-benzopyran-2,1'-cycloh exan]-7-yl)oxy}acetate). The yield is 98.0%. RXN SMILES: [Cl:1][C:2]1[C:3]([O:21][CH2:22][C:23]([O:25][CH2:26][CH3:27])=[O:24])=[C:4]([Cl:20])[C:5]2[O:15][C:9]3([CH2:14][CH2:13][CH2:12][CH2:11][CH2:10]3)[CH2:8][C:7](=[O:16])[C:6]=2[C:17]=1[O:18]C.B(Cl)(Cl)Cl.ClCCl.C(OCC)C>CCCCCC>[Cl:1][C:2]1[C:3]([O:21][CH2:22][C:23]([O:25][CH2:26][CH3:27])=[O:24])=[C:4]([Cl:20])[C:5]2[O:15][C:9]3([CH2:14][CH2:13][CH2:12][CH2:11][CH2:10]3)[CH2:8][C:7](=[O:16])[C:6]=2[C:17]=1[OH:18]. Reported procedure: According to the procedure of Preparation 66 employing ethyl 2-{(6,8-dichloro-5-methoxy-3,4-dihydro-4-oxospiro[2H-1-benzopyran-2,1'-cyclohexan]-7-yl)oxy}acetate (65-1, prepared in Preparation 65) (0.635 g, 1.52 mmol) and 2M boron trichloride solution in dichloromethane (1.7 ml, 3.4 mmol), the title compound is prepared as a crystalline solid (0.60 g, yield 98%). Recrystallizaton from a mixture of diethyl ether and hexane gives a product having a melting point of 134°-135° C. Reactants: CCOC(C)=O, CN(C)C=O, IC1CCCC1, [H-], [Na+], CC(C)(C)OC(=O)c1c[nH]nc1-c1ccc(Oc2ccccc2)cc1. Yields the product CC(C)(C)OC(=O)c1cn(C2CCCC2)nc1-c1ccc(Oc2ccccc2)cc1. As a reaction SMILES: [CH3:34][CH2:35][O:36][C:37]([CH3:38])=[O:39].[CH3:40][N:41]([CH3:42])[CH:43]=[O:44].[CH:28]1([I:33])[CH2:29][CH2:30][CH2:31][CH2:32]1.[H-:26].[Na+:27].[O:1]([c:2]1[cH:3][cH:4][cH:5][cH:6][cH:7]1)[c:8]1[cH:9][cH:10][c:11](-[c:14]2[n:15][nH:16][cH:17][c:18]2[C:19](=[O:20])[O:21][C:22]([CH3:23])([CH3:24])[CH3:25])[cH:12][cH:13]1>>[O:1]([c:2]1[cH:3][cH:4][cH:5][cH:6][cH:7]1)[c:8]1[cH:9][cH:10][c:11](-[c:14]2[n:15][n:16]([CH:28]3[CH2:29][CH2:30][CH2:31][CH2:32]3)[cH:17][c:18]2[C:19](=[O:20])[O:21][C:22]([CH3:23])([CH3:24])[CH3:25])[cH:12][cH:13]1.